From a dataset of the Open Reaction Database (ORD), a public repository of structured organic reaction records. describe an organic reaction: reactants, conditions, products, and yield Reactants: COC(CCC(C)(C1=CC2=CC=C(C=C2C=C1)O[C@@H]1CC[C@H](CC1)C(F)(F)F)[N+](=O)[O-])=O (4-nitro-4-[6-(trans-4-trifluoromethyl-cyclohexyloxy)-naphthalen-2-yl]-pentanoic acid methyl ester), [OH-].[Li+] (lithium hydroxide), O (water). Solvent: CO (methanol), O1CCCC1 (tetrahydrofuran). Run at time 2 hour. The product is [N+](=O)([O-])C(CCC(=O)O)(C)C1=CC2=CC=C(C=C2C=C1)O[C@@H]1CC[C@H](CC1)C(F)(F)F (4-Nitro-4-[6-(trans-4-trifluoromethyl-cyclohexyloxy)-naphthalen-2-yl]-pentanoic acid). RXN SMILES: C[O:2][C:3](=[O:32])[CH2:4][CH2:5][C:6]([N+:29]([O-:31])=[O:30])([C:8]1[CH:17]=[CH:16][C:15]2[C:10](=[CH:11][CH:12]=[C:13]([O:18][C@H:19]3[CH2:24][CH2:23][C@H:22]([C:25]([F:28])([F:27])[F:26])[CH2:21][CH2:20]3)[CH:14]=2)[CH:9]=1)[CH3:7].[OH-].[Li+].O>CO.O1CCCC1>[N+:29]([C:6]([C:8]1[CH:17]=[CH:16][C:15]2[C:10](=[CH:11][CH:12]=[C:13]([O:18][C@H:19]3[CH2:20][CH2:21][C@H:22]([C:25]([F:26])([F:27])[F:28])[CH2:23][CH2:24]3)[CH:14]=2)[CH:9]=1)([CH3:7])[CH2:5][CH2:4][C:3]([OH:32])=[O:2])([O-:31])=[O:30] |f:1.2|. Procedure: To a solution of 4-nitro-4-[6-(trans-4-trifluoromethyl-cyclohexyloxy)-naphthalen-2-yl]-pentanoic acid methyl ester (0.098 g, 0.22 mmol) in methanol (1.00 mL, Fisher) and tetrahydrofuran (1.00 mL, Acros) was added 2 M lithium hydroxide in water (1.00 mL, 2.00 mmol). The mixture was stirred at room temperature. After 2 hours, the mixture was concentrated under vacuum. The resulting product was diluted in methylene chloride and washed with 1N HCl. The combined organic phases were dried over Na2SO4,... The reactants are CO, [Na+], [OH-], CCOC(=O)c1ccc(C(=O)CN2CCN(c3ccncc3)CC2)cc1. The product is [Na+], O=C([O-])c1ccc(C(=O)CN2CCN(c3ccncc3)CC2)cc1. Reaction SMILES: [CH3:29][OH:30].[Na+:28].[OH-:27].[n:1]1[cH:2][cH:3][c:4]([N:7]2[CH2:8][CH2:9][N:10]([CH2:13][C:14](=[O:15])[c:16]3[cH:17][cH:18][c:19]([C:20](=[O:21])[O:22][CH2:23][CH3:24])[cH:25][cH:26]3)[CH2:11][CH2:12]2)[cH:5][cH:6]1>>[Na+:28].[n:1]1[cH:2][cH:3][c:4]([N:7]2[CH2:8][CH2:9][N:10]([CH2:13][C:14](=[O:15])[c:16]3[cH:17][cH:18][c:19]([C:20](=[O:21])[O-:22])[cH:25][cH:26]3)[CH2:11][CH2:12]2)[cH:5][cH:6]1. The reactants are CCCN(c1cc(COCC(C)(Cc2ccccc2)NC(=O)OC(C)(C)C)cc(C(=O)O)n1)S(C)(=O)=O, CCN(C(C)C)C(C)C, CC(N)c1ccc(F)cc1, CN(C)C=O. Yields the product CCCN(c1cc(COCC(C)(Cc2ccccc2)NC(=O)OC(C)(C)C)cc(C(=O)NC(C)c2ccc(F)cc2)n1)S(C)(=O)=O. Reaction SMILES: [C:1]([CH3:2])([CH3:3])([CH3:4])[O:5][C:6](=[O:7])[NH:8][C:9]([CH2:10][O:11][CH2:12][c:13]1[cH:14][c:15]([C:27](=[O:28])[OH:29])[n:16][c:17]([N:19]([CH2:20][CH2:21][CH3:22])[S:23](=[O:24])(=[O:25])[CH3:26])[cH:18]1)([CH2:30][c:31]1[cH:32][cH:33][cH:34][cH:35][cH:36]1)[CH3:37].[CH:38]([N:39]([CH:40]([CH3:41])[CH3:42])[CH2:43][CH3:44])([CH3:45])[CH3:46].[F:47][c:48]1[cH:49][cH:50][c:51]([CH:54]([CH3:55])[NH2:56])[cH:52][cH:53]1.[O:57]=[CH:58][N:59]([CH3:60])[CH3:61]>>[C:1]([CH3:2])([CH3:3])([CH3:4])[O:5][C:6](=[O:7])[NH:8][C:9]([CH2:10][O:11][CH2:12][c:13]1[cH:14][c:15]([C:27](=[O:29])[NH:56][CH:54]([c:51]2[cH:50][cH:49][c:48]([F:47])[cH:53][cH:52]2)[CH3:55])[n:16][c:17]([N:19]([CH2:20][CH2:21][CH3:22])[S:23](=[O:24])(=[O:25])[CH3:26])[cH:18]1)([CH2:30][c:31]1[cH:32][cH:33][cH:34][cH:35][cH:36]1)[CH3:37]. The reactants are C(CC1=CC=CC=C1)NC(=O)[C@H]1N(C(CC1)O)C ((S)-5-Hydroxy-1-methyl-pyrrolidine-2-carboxylic acid phenethyl-amide), hemi-aminal, C12(C(=O)CC(CC1)C2(C)C)CS(=O)(=O)O (10-camphorsulfonic acid). The solvent is CO (methanol). Conditions: time 1 hour. Yields the product C(CC1=CC=CC=C1)NC(=O)[C@H]1N(C(CC1)OC)C ((S)-5-Methoxy-1-methyl-pyrrolidine-2-carboxylic acid phenethyl-amide). RXN SMILES: [CH2:1]([NH:9][C:10]([C@@H:12]1[CH2:16][CH2:15][CH:14]([OH:17])[N:13]1[CH3:18])=[O:11])[CH2:2][C:3]1[CH:8]=[CH:7][CH:6]=[CH:5][CH:4]=1.[C:19]12(CS(O)(=O)=O)C(C)(C)C(CC1)CC2=O>CO>[CH2:1]([NH:9][C:10]([C@@H:12]1[CH2:16][CH2:15][CH:14]([O:17][CH3:19])[N:13]1[CH3:18])=[O:11])[CH2:2][C:3]1[CH:4]=[CH:5][CH:6]=[CH:7][CH:8]=1. Procedure details: Product 11B is dissolved hemi-aminal in 10 mL anhydrous methanol and 100 mg 10-camphorsulfonic acid is added. Methanolysis is complete in 1 hour. The resulting material is filtered and concentrated, then reconstituted with ethyl acetate and washed with saturated bicarb followed by drying over anhydrous sodium sulfate, filtered and concentrated. LCMS characterization ES+383.1 (m+1). The reactants are CI (methyl iodide), C1(CCCCC1)CN1CCC(CC1)NC(C1=C(C=C(C(=C1)Cl)NC(C)=O)OC)=O (N-(1-cyclohexylmethylpiperid-4-yl)-2-methoxy-4-acetamido-5-chlorobenzamide), CI (methyl iodide). Run in C(C)OCC (diethyl ether), C(C)OCC (diethyl ether). Run at time 1 hour. Product: CI.C1(CCCCC1)CN1CCC(CC1)NC(C1=C(C=C(C(=C1)Cl)NC(C)=O)OC)=O (N-(1-Cyclohexylmethylpiperid-4-yl)-2-methoxy-4-acetamido-5-chlorobenzamide methyl iodide). Isolated yield 81.0%. Reaction SMILES: [CH:1]1([CH2:7][N:8]2[CH2:13][CH2:12][CH:11]([NH:14][C:15](=[O:29])[C:16]3[CH:21]=[C:20]([Cl:22])[C:19]([NH:23][C:24](=[O:26])[CH3:25])=[CH:18][C:17]=3[O:27][CH3:28])[CH2:10][CH2:9]2)[CH2:6][CH2:5][CH2:4][CH2:3][CH2:2]1.[CH3:30][I:31]>C(OCC)C>[CH3:30][I:31].[CH:1]1([CH2:7][N:8]2[CH2:13][CH2:12][CH:11]([NH:14][C:15](=[O:29])[C:16]3[CH:21]=[C:20]([Cl:22])[C:19]([NH:23][C:24](=[O:26])[CH3:25])=[CH:18][C:17]=3[O:27][CH3:28])[CH2:10][CH2:9]2)[CH2:6][CH2:5][CH2:4][CH2:3][CH2:2]1 |f:3.4|. Procedure details: To a warm solution of N-(1-cyclohexylmethylpiperid-4-yl)-2-methoxy-4-acetamido-5-chlorobenzamide (10 g; 0.023 moles) in diethyl ether (300 ml) a solution of methyl iodide (1.8 ml; 0.033 moles) in diethyl ether (25 ml) was added. The mixture was stirred at room temperature for 1 hour and then heated under reflux for 2 hours. An additional amount of methyl iodide (1 g; 0.0023 moles) was added and the reflux of the mixture was kept up for 3 more hours. The mixture was then evaporated in vacuo and t... The reactants are C(C)(=O)C1=CC=C(OCCCCN2C(C3=CC=CC=C3C2=O)=O)C=C1 (2-[4-(4-acetyl-phenoxy)butyl]-1H-isoindole-1,3(2H)-dione), NN (hydrazine). Solvent: C(C)O (ethanol). Yields the product NCCCCOC1=CC=C(C=C1)C(C)=O (1-[4-(4-Aminobutoxy)phenyl]ethanone). As a reaction SMILES: [C:1]([C:4]1[CH:25]=[CH:24][C:7]([O:8][CH2:9][CH2:10][CH2:11][CH2:12][N:13]2C(=O)C3C(=CC=CC=3)C2=O)=[CH:6][CH:5]=1)(=[O:3])[CH3:2].NN>C(O)C>[NH2:13][CH2:12][CH2:11][CH2:10][CH2:9][O:8][C:7]1[CH:6]=[CH:5][C:4]([C:1](=[O:3])[CH3:2])=[CH:25][CH:24]=1. Procedure: A suspension of 13.5 g of 2-[4-(4-acetyl-phenoxy)butyl]-1H-isoindole-1,3(2H)-dione in 500 ml of ethanol is treated with 1.4 ml of anhydrous hydrazine, and the mixture stirred at reflux for 9 hours. After cooling to room temperature, the precipitate is collected. Concentration of the filtrate gives the crude title compound, which is used directly for further synthesis. Reactants: C(C)(C)(C)[SiH2]OC(C=1C=C(C=CC1)C1=CC=C2C=NC(=NN21)NC2=CC=C(C=C2)C2CCN(CC2)CC(=O)N)(C)C (2-[4-(4-{7-[3-(tert-Butyl-dimethyl-silanyloxymethyl)-phenyl]-pyrrolo[2,1-f][1,2,4]triazin-2-ylamino}-phenyl)-piperidin-1-yl]-acetamide), O1CCCC1 (tetrahydrofuran), [F-].C(CCC)[N+](CCCC)(CCCC)CCCC (tetra-n-butylammonium fluoride), O1CCCC1 (tetrahydrofuran). Conditions: time 3 hour. Yields the product OCC=1C=C(C=CC1)C1=CC=C2C=NC(=NN21)NC2=CC=C(C=C2)C2CCN(CC2)CC(=O)N (2-(4-{4-[7-(3-Hydroxymethyl-phenyl)-pyrrolo[2,1-f][1,2,4]triazin-2-ylamino]-phenyl}-piperidin-1-yl)-acetamide). The yield is 38.8%. RXN SMILES: C([SiH2][O:6][C:7](C)(C)[C:8]1[CH:9]=[C:10]([C:14]2[N:22]3[C:17]([CH:18]=[N:19][C:20]([NH:23][C:24]4[CH:29]=[CH:28][C:27]([CH:30]5[CH2:35][CH2:34][N:33]([CH2:36][C:37]([NH2:39])=[O:38])[CH2:32][CH2:31]5)=[CH:26][CH:25]=4)=[N:21]3)=[CH:16][CH:15]=2)[CH:11]=[CH:12][CH:13]=1)(C)(C)C.O1CCCC1.[F-].C([N+](CCCC)(CCCC)CCCC)CCC>>[OH:6][CH2:7][C:8]1[CH:9]=[C:10]([C:14]2[N:22]3[C:17]([CH:18]=[N:19][C:20]([NH:23][C:24]4[CH:29]=[CH:28][C:27]([CH:30]5[CH2:31][CH2:32][N:33]([CH2:36][C:37]([NH2:39])=[O:38])[CH2:34][CH2:35]5)=[CH:26][CH:25]=4)=[N:21]3)=[CH:16][CH:15]=2)[CH:11]=[CH:12][CH:13]=1 |f:2.3|. Procedure: 2-[4-(4-{7-[3-(tert-Butyl-dimethyl-silanyloxymethyl)-phenyl]-pyrrolo[2,1-f][1,2,4]triazin-2-ylamino}-phenyl)-piperidin-1-yl]-acetamide (100 mg, 0.175 mmol) was dissolved in tetrahydrofuran (10.0 mL, 123 mmol) and 1.00 M tetra-n-butylammonium fluoride in tetrahydrofuran (0.193 mL, 0.193 mmol) was added. The reaction was stirred at room temperature for 3 hours and was then concentrated under reduced pressure. The residue was taken up in DMSO (2 mL) and purified by prep-HPLC using a gradient of 0-5...